This data is from the Open Reaction Database (ORD), a public repository of structured organic reaction records. The task is: describe an organic reaction: reactants, conditions, products, and yield Product: Brc1nc(-c2nnc3ccc(N4CCCCC4)nn23)cs1. RXN SMILES: [Br-:28].[CH3:40][CH:41]([OH:42])[CH3:43].[CH:44]([Cl:45])([Cl:46])[Cl:47].[Cu+2:34].[N:29]([O-:30])=[O:31].[N:6]1([c:12]2[cH:13][cH:14][c:15]3[n:16]([n:17]2)[c:18](-[c:21]2[n:22][c:23]([NH2:26])[s:24][cH:25]2)[n:19][n:20]3)[CH2:7][CH2:8][CH2:9][CH2:10][CH2:11]1.[Na+:27].[Na+:32].[O-:35][S:36](=[O:37])(=[O:38])[O-:39].[OH2:33].[S:1](=[O:2])(=[O:3])([OH:4])[OH:5]>>[N:6]1([c:12]2[cH:13][cH:14][c:15]3[n:16]([n:17]2)[c:18](-[c:21]2[n:22][c:23]([Br:28])[s:24][cH:25]2)[n:19][n:20]3)[CH2:7][CH2:8][CH2:9][CH2:10][CH2:11]1. Reactants: [Br-], CC(C)O, ClC(Cl)Cl, [Cu+2], O=N[O-], Nc1nc(-c2nnc3ccc(N4CCCCC4)nn23)cs1, [Na+], [Na+], O=S(=O)([O-])[O-], O, O=S(=O)(O)O. Reactants: O.[OH-].[Li+] (Lithium hydroxide monohydrate), COC(CC1=CC2=CC=C(C=C2C(=C1C)C1=CC=C(C=C1)S(NC1=CC=C(C=C1)C)(=O)=O)Cl)=O ([6-chloro-3-methyl-4-(4-p-tolylsulfamoyl-phenyl)-naphthalen-2-yl]-acetic acid methyl ester), C1CCOC1.O (THF H2O). Run in CCCCCC (hexane). Reaction conditions: time 16 hour. Product: ClC=1C=C2C(=C(C(=CC2=CC1)CC(=O)O)C)C1=CC=C(C=C1)S(NC1=CC=C(C=C1)C)(=O)=O ([6-chloro-3-methyl-4-(4-p-tolylsulfamoyl-phenyl)-naphthalen-2-yl]-acetic acid). Isolated yield 89.3%. RXN SMILES: O.[OH-].[Li+].C[O:5][C:6](=[O:37])[CH2:7][C:8]1[C:17]([CH3:18])=[C:16]([C:19]2[CH:24]=[CH:23][C:22]([S:25](=[O:35])(=[O:34])[NH:26][C:27]3[CH:32]=[CH:31][C:30]([CH3:33])=[CH:29][CH:28]=3)=[CH:21][CH:20]=2)[C:15]2[C:10](=[CH:11][CH:12]=[C:13]([Cl:36])[CH:14]=2)[CH:9]=1.C1COCC1.O>CCCCCC>[Cl:36][C:13]1[CH:14]=[C:15]2[C:10](=[CH:11][CH:12]=1)[CH:9]=[C:8]([CH2:7][C:6]([OH:37])=[O:5])[C:17]([CH3:18])=[C:16]2[C:19]1[CH:20]=[CH:21][C:22]([S:25](=[O:34])(=[O:35])[NH:26][C:27]2[CH:32]=[CH:31][C:30]([CH3:33])=[CH:29][CH:28]=2)=[CH:23][CH:24]=1 |f:0.1.2,4.5|. Procedure: Lithium hydroxide monohydrate (0.012 g, 0.28 mmol) was added to a stirred solution of [6-chloro-3-methyl-4-(4-p-tolylsulfamoyl-phenyl)-naphthalen-2-yl]-acetic acid methyl ester (0.035 g, 0.07 mmol) in a 3:1 mixture of THF—H2O mixture (5 mL). The reaction mixture was stirred for 16 hours at room temperature. The reaction mixture was concentrated to remove THF, and the crude material was diluted with water, acidified [pH˜2] with a 6 N aqueous solution of hydrochloric acid. The mixture was extracte... The reactants are COC(CC1=CSC2=C1C(=CC(=C2)O[Si](C(C)C)(C(C)C)C(C)C)C#N)=O (methyl(4-cyano-6-((triisopropylsilyl)oxy)-1-benzothiophen-3-yl)acetate), O.O.[F-].[K+] (potassium fluoride dihydrate). The solvent is CCO (EtOH). Yields the product COC(CC1=CSC2=C1C(=CC(=C2)O)C#N)=O (Methyl(4-cyano-6-hydroxy-1-benzothiophen-3-yl)acetate). Yield: 79.5%. As a reaction SMILES: [CH3:1][O:2][C:3](=[O:27])[CH2:4][C:5]1[C:9]2[C:10]([C:25]#[N:26])=[CH:11][C:12]([O:14][Si](C(C)C)(C(C)C)C(C)C)=[CH:13][C:8]=2[S:7][CH:6]=1.O.O.[F-].[K+]>CCO>[CH3:1][O:2][C:3](=[O:27])[CH2:4][C:5]1[C:9]2[C:10]([C:25]#[N:26])=[CH:11][C:12]([OH:14])=[CH:13][C:8]=2[S:7][CH:6]=1 |f:1.2.3.4|. Reported procedure: To a mixture of methyl(4-cyano-6-((triisopropylsilyl)oxy)-1-benzothiophen-3-yl)acetate (1.92 g) and EtOH (30 mL) was added potassium fluoride dihydrate (0.448 g) at room temperature, and the mixture was refluxed for 30 min. The mixture was concentrated under reduced pressure. The residue was poured into water at room temperature and extracted with EtOAc. The organic layer was separated, washed successively with 0.1N HCl and brine, dried over MgSO4 and concentrated in vacuo. The residue was cryst...